This data is from the Open Reaction Database (ORD), a public repository of structured organic reaction records. The task is: describe an organic reaction: reactants, conditions, products, and yield Reactants: C(C1=CC=CC=C1)C1=NNC(C2=C(C(=CC=C12)I)I)=O (1-Benzyl-5,6-diiodo-phthalazin-4-one), C(C)(=O)NC1=CC=C(C=C1)B(O)O (4-acetamidophenyl-boronic acid). Product: C(C)(=O)NC1=CC=C(C=C1)C=1C(=C2C(NN=C(C2=CC1)CC1=CC=CC=C1)=O)I (6-(4-Acetamidophenyl)-1-benzyl-5-iodo-phthalazin4-one). Reaction SMILES: [CH2:1]([C:8]1[C:17]2[C:12](=[C:13]([I:19])[C:14](I)=[CH:15][CH:16]=2)[C:11](=[O:20])[NH:10][N:9]=1)[C:2]1[CH:7]=[CH:6][CH:5]=[CH:4][CH:3]=1.[C:21]([NH:24][C:25]1[CH:30]=[CH:29][C:28](B(O)O)=[CH:27][CH:26]=1)(=[O:23])[CH3:22]>>[C:21]([NH:24][C:25]1[CH:30]=[CH:29][C:28]([C:14]2[C:13]([I:19])=[C:12]3[C:17](=[CH:16][CH:15]=2)[C:8]([CH2:1][C:2]2[CH:7]=[CH:6][CH:5]=[CH:4][CH:3]=2)=[N:9][NH:10][C:11]3=[O:20])=[CH:27][CH:26]=1)(=[O:23])[CH3:22]. Reported procedure: 1-Benzyl-5,6-diiodo-phthalazin-4-one (Indian J. Chem. 16B, 1978, 301-304) is reacted analogously to Example 1/f. with 1 equivalent of 4-acetamidophenyl-boronic acid. The title compound is obtained in pure form by chromatography on silica gel.